Dataset: the Open Reaction Database (ORD), a public repository of structured organic reaction records. Task: describe an organic reaction: reactants, conditions, products, and yield Reactants: BrC1=CCCCC1 (Bromocyclohexene), [Na+].C1(=CC=CC=C1)S(=O)[O-] (benzenesulfinic acid sodium salt). Run in CN(C)C=O (DMF). Run at temperature 0 celsius, time 17 hour. Product: C1(C=CCCC1)S(=O)(=O)C1=CC=CC=C1 ((Cyclohex-2-enesulfonyl)-benzene). As a reaction SMILES: Br[C:2]1[CH2:7][CH2:6][CH2:5][CH2:4][CH:3]=1.[Na+].[C:9]1([S:15]([O-:17])=[O:16])[CH:14]=[CH:13][CH:12]=[CH:11][CH:10]=1>CN(C=O)C>[CH:7]1([S:15]([C:9]2[CH:14]=[CH:13][CH:12]=[CH:11][CH:10]=2)(=[O:17])=[O:16])[CH2:6][CH2:5][CH2:4][CH:3]=[CH:2]1 |f:1.2|. Reported procedure: Bromocyclohexene (35.9 ml, 310.5 mmol) is dissolved in 1 l of DMF, cooled down to 0° C. and after addition of benzenesulfinic acid sodium salt (86.6 g, 527.8 mmol) the mixture is stirred for 17 h at room temperature. Then the mixture is evaporated under high vacuum. The residue is diluted with ether, washed with water, dried over Na2SO4 and evaporated under reduced pressure. The crude product is purified by Flash-chromatography (ethyl acetate/hexanes (1:9), 1 kg silicagel). Starting materials: C(C)(C)(C)OC(=O)N1C2CCC(C1C=1NC(=CN1)C1=CC=C(C=C1)B1OC(C(O1)(C)C)(C)C)C2 (3-{5-[4-(4,4,5,5-tetramethyl-[1,3,2]dioxaborolan-2-yl)-phenyl]-1H-imidazol-2-yl}-2-aza-bicyclo[2.2.1]heptane-2-carboxylic acid tert-butyl ester), C(C)(C)(C)OC(=O)N1C2CCC(C1C=1NC(=CN1)C1=CC=C(C=C1)Br)C2 (3-[5-(4-bromo-phenyl)-1H-imidazol-2-yl]-2-aza-bicyclo[2.2.1]heptane-2-carboxylic acid tert-butyl ester), C([O-])(O)=O.[Na+] (sodium bicarbonate). The reagents and catalysts are C=1C=CC(=CC1)[P](C=2C=CC=CC2)(C=3C=CC=CC3)[Pd]([P](C=4C=CC=CC4)(C=5C=CC=CC5)C=6C=CC=CC6)([P](C=7C=CC=CC7)(C=8C=CC=CC8)C=9C=CC=CC9)[P](C=1C=CC=CC1)(C=1C=CC=CC1)C=1C=CC=CC1 (Pd(PPh3)4). Run in 1,2-dimethoxyether, O (water), CCOC(=O)C (EtOAc). Reaction conditions: temperature 80 celsius. Product: C(C)(C)(C)OC(=O)N1C2CCC(C1C1=NC=C(N1)C1=CC=C(C=C1)C1=CC=C(C=C1)C=1NC(=NC1)C1N(C3CCC1C3)C(=O)OC(C)(C)C)C2 (4,4′-bis-[2-(2-tert-butoxycarbonyl-2-aza-bicyclo[2.2.1]hept-3-yl)-3H-imidazol-4-yl]-biphenyl). Yield: 6.1%. Reaction SMILES: [C:1]([O:5][C:6]([N:8]1[CH:13]([C:14]2[NH:15][C:16]([C:19]3[CH:24]=[CH:23][C:22](B4OC(C)(C)C(C)(C)O4)=[CH:21][CH:20]=3)=[CH:17][N:18]=2)[CH:12]2[CH2:34][CH:9]1[CH2:10][CH2:11]2)=[O:7])([CH3:4])([CH3:3])[CH3:2].[C:35]([O:39][C:40]([N:42]1[CH:47]([C:48]2[NH:49][C:50]([C:53]3[CH:58]=[CH:57][C:56](Br)=[CH:55][CH:54]=3)=[CH:51][N:52]=2)[CH:46]2[CH2:60][CH:43]1[CH2:44][CH2:45]2)=[O:41])([CH3:38])([CH3:37])[CH3:36].C(=O)(O)[O-].[Na+]>O.CCOC(C)=O.C1C=CC([P]([Pd]([P](C2C=CC=CC=2)(C2C=CC=CC=2)C2C=CC=CC=2)([P](C2C=CC=CC=2)(C2C=CC=CC=2)C2C=CC=CC=2)[P](C2C=CC=CC=2)(C2C=CC=CC=2)C2C=CC=CC=2)(C2C=CC=CC=2)C2C=CC=CC=2)=CC=1>[C:35]([O:39][C:40]([N:42]1[CH:47]([C:48]2[NH:49][C:50]([C:53]3[CH:58]=[CH:57][C:56]([C:22]4[CH:21]=[CH:20][C:19]([C:16]5[NH:15][C:14]([CH:13]6[CH:12]7[CH2:34][CH:9]([CH2:10][CH2:11]7)[N:8]6[C:6]([O:5][C:1]([CH3:4])([CH3:3])[CH3:2])=[O:7])=[N:18][CH:17]=5)=[CH:24][CH:23]=4)=[CH:55][CH:54]=3)=[CH:51][N:52]=2)[CH:46]2[CH2:60][CH:43]1[CH2:44][CH2:45]2)=[O:41])([CH3:38])([CH3:37])[CH3:36] |f:2.3,^1:76,78,97,116|. Procedure details: To the solution of 3-{5-[4-(4,4,5,5-tetramethyl-[1,3,2]dioxaborolan-2-yl)-phenyl]-1H-imidazol-2-yl}-2-aza-bicyclo[2.2.1]heptane-2-carboxylic acid tert-butyl ester (560 mg, 1.22 mmol) and 3-[5-(4-bromo-phenyl)-1H-imidazol-2-yl]-2-aza-bicyclo[2.2.1]heptane-2-carboxylic acid tert-butyl ester (535 mg, 1.28 mmol) in 1,2-dimethoxyether (11 ml) and water (3.5 ml) was added sodium bicarbonate (343 mg, 4 mmol), followed by Pd(PPh3)4 (55 mg). The mixture was heated at 80° C. for 7 hours. The mixture was d... Reactants: OCCc1cn(C(c2ccccc2)(c2ccccc2)c2ccccc2)cn1, ClCCl, CC(C)(C)OC(=O)N=NC(=O)OC(C)(C)C, O=C(NCC(c1ccccc1)c1ccccc1)C(Cc1ccccc1)NS(=O)(=O)c1ccccc1[N+](=O)[O-], c1ccc(P(c2ccccc2)c2ccccc2)cc1. Product: CC(C)(C)OC(=O)NNC(=O)OC(C)(C)C. RXN SMILES: [C:39]([n:40]1[cH:41][c:42]([CH2:43][CH2:44][OH:45])[n:46][cH:47]1)([c:48]1[cH:49][cH:50][cH:51][cH:52][cH:53]1)([c:54]1[cH:55][cH:56][cH:57][cH:58][cH:59]1)[c:60]1[cH:61][cH:62][cH:63][cH:64][cH:65]1.[CH2:101]([Cl:102])[Cl:103].[N:85](=[N:86][C:87](=[O:88])[O:89][C:90]([CH3:91])([CH3:92])[CH3:93])[C:94](=[O:95])[O:96][C:97]([CH3:98])([CH3:99])[CH3:100].[c:1]1([CH:2]([c:3]2[cH:4][cH:5][cH:6][cH:7][cH:8]2)[CH2:9][NH:10][C:11](=[O:12])[CH:13]([NH:14][S:15]([c:16]2[cH:17][cH:18][cH:19][cH:20][c:21]2[N+:22]([O-:23])=[O:24])(=[O:25])=[O:26])[CH2:27][c:28]2[cH:29][cH:30][cH:31][cH:32][cH:33]2)[cH:34][cH:35][cH:36][cH:37][cH:38]1.[c:66]1([P:67]([c:68]2[cH:69][cH:70][cH:71][cH:72][cH:73]2)[c:74]2[cH:75][cH:76][cH:77][cH:78][cH:79]2)[cH:80][cH:81][cH:82][cH:83][cH:84]1>>[NH:85]([NH:86][C:87](=[O:88])[O:89][C:90]([CH3:91])([CH3:92])[CH3:93])[C:94](=[O:95])[O:96][C:97]([CH3:98])([CH3:99])[CH3:100].